Dataset: the Open Reaction Database (ORD), a public repository of structured organic reaction records. Task: describe an organic reaction: reactants, conditions, products, and yield Reactants: P(=O)(Cl)(Cl)Cl (phosphorus oxychloride), OC=1C(=NC=2N(C1)N=C(N2)COC)C (hydroxy-2-methoxymethyl-5-methyl-s-triazolo[1,5-a]-pyrimidine). The solvent is CN(C1=CC=CC=C1)C (N,N-dimethylaniline). Reaction conditions: time 1 hour. Yields the product ClC1=CC(=NC=2N1N=C(N2)COC)C (7-chloro-2-methoxymethyl-5-methyl-s-triazolo[1,5-a]pyrimidine). Reaction SMILES: P(Cl)(Cl)([Cl:3])=O.O[C:7]1[C:8]([CH3:19])=[N:9][C:10]2[N:11]([N:13]=[C:14]([CH2:16][O:17][CH3:18])[N:15]=2)[CH:12]=1>CN(C)C1C=CC=CC=1>[Cl:3][C:12]1[N:11]2[N:13]=[C:14]([CH2:16][O:17][CH3:18])[N:15]=[C:10]2[N:9]=[C:8]([CH3:19])[CH:7]=1. Reported procedure: To a mixed solution of 300 ml of phosphorus oxychloride and 50 ml of N,N-dimethylaniline was added 38.8 g of -hydroxy-2-methoxymethyl-5-methyl-s-triazolo[1,5-a]-pyrimidine, and the mixture was stirred at 50° to 60 ° C. for one hour. After removing phosphorus oxychloride, the residue was dissolved in 500 ml of chloroform and stirred by adding ice. The chloroform layer was separated and washed with water, and then dried over anhydrous magnesium sulfate and distilled the solvent to obtain crystals.... Starting materials: C(C)(=O)O (acetic acid), FC1=CC(=C(C=C1)[N+](=O)[O-])OCC1=CC=CC=C1 (4-Fluoro-1-nitro-2-(phenylmethoxy) benzene). The reagents and catalysts are [Fe] (iron). Solvent: C(C)(=O)OCC (ethyl acetate). Reaction conditions: temperature 76 celsius, time 1 hour. Product: FC1=CC(=C(C=C1)N)OCC1=CC=CC=C1 (4-Fluoro-2-(phenylmethoxy)benzenamine). Yield: 70.4%. RXN SMILES: C(O)(=O)C.[F:5][C:6]1[CH:11]=[CH:10][C:9]([N+:12]([O-])=O)=[C:8]([O:15][CH2:16][C:17]2[CH:22]=[CH:21][CH:20]=[CH:19][CH:18]=2)[CH:7]=1>C(OCC)(=O)C.[Fe]>[F:5][C:6]1[CH:11]=[CH:10][C:9]([NH2:12])=[C:8]([O:15][CH2:16][C:17]2[CH:18]=[CH:19][CH:20]=[CH:21][CH:22]=2)[CH:7]=1. Procedure: To a mixture of iron powder (90.36 g, 1.62 mol) and acetic acid (10%, 400 mL) at 80° C. was added a solution of the title compound of Step A (40 g, 0.162 mol) in ethyl acetate (200 mL) dropwise with vigorous stirring. The reaction mixture was stirred further at 76° C. for 1 h. After the reaction was complete, the hot reaction mixture was filtered through Celite® (200 g) and the filter cake was washed with ethyl acetate (1000 mL). The filtrate was washed with water (3×200 mL), sodium bicarbonate ... Reactants: [BH4-], O=c1c(C2=NS(=O)(=O)c3cc(OCc4ccccc4)ccc3N2)c(O)c2sccc2n1N=C1CCCCC1, CO, Cl, [Li+], C1CCOC1, O. Yields the product O=c1c(C2=NS(=O)(=O)c3cc(OCc4ccccc4)ccc3N2)c(O)c2sccc2n1NC1CCCCC1. RXN SMILES: [BH4-:41].[CH2:1]([c:2]1[cH:3][cH:4][cH:5][cH:6][cH:7]1)[O:8][c:9]1[cH:10][c:11]2[c:12]([cH:37][cH:38]1)[NH:13][C:14]([c:19]1[c:20]([OH:36])[c:21]3[c:22]([n:23]([N:26]=[C:27]4[CH2:28][CH2:29][CH2:30][CH2:31][CH2:32]4)[c:24]1=[O:25])[cH:33][cH:34][s:35]3)=[N:15][S:16]2(=[O:17])=[O:18].[CH3:39][OH:40].[ClH:43].[Li+:42].[O:44]1[CH2:45][CH2:46][CH2:47][CH2:48]1.[OH2:49]>>[CH2:1]([c:2]1[cH:3][cH:4][cH:5][cH:6][cH:7]1)[O:8][c:9]1[cH:10][c:11]2[c:12]([cH:37][cH:38]1)[NH:13][C:14]([c:19]1[c:20]([OH:36])[c:21]3[c:22]([n:23]([NH:26][CH:27]4[CH2:28][CH2:29][CH2:30][CH2:31][CH2:32]4)[c:24]1=[O:25])[cH:33][cH:34][s:35]3)=[N:15][S:16]2(=[O:17])=[O:18].